From a dataset of the Open Reaction Database (ORD), a public repository of structured organic reaction records. describe an organic reaction: reactants, conditions, products, and yield Starting materials: C(Cl)Cl (CH2Cl2), OC=1C(=C2N(N=CC(=C2NC2=CC=C(C=C2)OC2=CC=CC=C2)C#N)C1)OC (6-Hydroxy-5-methoxy-4-(4-phenoxy-phenylamino)-pyrrolo[1,2-b]pyridazine-3-carbonitrile), S(=O)(=O)(OC)OC (dimethyl sulfate), C(=O)([O-])[O-].[K+].[K+] (K2CO3). Run in CC(=O)C (acetone). Run at time 8 hour. The product is COC=1C(=CN2N=CC(=C(C21)NC2=CC=C(C=C2)OC2=CC=CC=C2)C#N)OC (5,6-Dimethoxy-4-(4-phenoxy-phenylamino)-pyrrolo[1,2-b]pyridazine-3-carbonitrile). Yield: 88.5%. RXN SMILES: [OH:1][C:2]1[C:3]([O:27][CH3:28])=[C:4]2[C:9]([NH:10][C:11]3[CH:16]=[CH:15][C:14]([O:17][C:18]4[CH:23]=[CH:22][CH:21]=[CH:20][CH:19]=4)=[CH:13][CH:12]=3)=[C:8]([C:24]#[N:25])[CH:7]=[N:6][N:5]2[CH:26]=1.S(OC)(O[CH3:33])(=O)=O.C([O-])([O-])=O.[K+].[K+].C(Cl)Cl>CC(C)=O>[CH3:28][O:27][C:3]1[C:2]([O:1][CH3:33])=[CH:26][N:5]2[C:4]=1[C:9]([NH:10][C:11]1[CH:12]=[CH:13][C:14]([O:17][C:18]3[CH:23]=[CH:22][CH:21]=[CH:20][CH:19]=3)=[CH:15][CH:16]=1)=[C:8]([C:24]#[N:25])[CH:7]=[N:6]2 |f:2.3.4|. Procedure: A mixture of compound from Example 399 (14 mg, 0.038 mmol), dimethyl sulfate (4 μl, 0.042 mmol), K2CO3 (14 mg, 0.101 mmol) in acetone (0.5 ml) was stirred at rt overnight. After regular workup, the title compound (13 mg, 88%) was obtained after silica gel flash column chromatography (100% CH2Cl2). LCMS Found: (M+H)+=387.1 The reactants are NCCBr, Br, O=C([O-])[O-], C1CCOC1, O=C(Cl)OCc1ccccc1, [K+], [K+], O, O. Yields the product O=C(NCCBr)OCc1ccccc1. RXN SMILES: [Br:2][CH2:3][CH2:4][NH2:5].[BrH:1].[C:6](=[O:7])([O-:8])[O-:9].[CH2:24]1[O:25][CH2:26][CH2:27][CH2:28]1.[Cl:12][C:13](=[O:14])[O:15][CH2:16][c:17]1[cH:18][cH:19][cH:20][cH:21][cH:22]1.[K+:10].[K+:11].[OH2:23].[OH2:29]>>[Br:2][CH2:3][CH2:4][NH:5][C:13](=[O:14])[O:15][CH2:16][c:17]1[cH:18][cH:19][cH:20][cH:21][cH:22]1.